Task: describe an organic reaction: reactants, conditions, products, and yield. Dataset: the Open Reaction Database (ORD), a public repository of structured organic reaction records Starting materials: ice water, C1(=CC=CC=C1O)C (o-Cresol), ClCC(=O)NC1=CC=C(C(=O)N2CCCCC3=C2C=CC=C3)C=C1 (1-[4-(2-chloroacetylamino)benzoyl]-2,3,4,5-tetrahydro-1H-benzazepine), [OH-].[Na+] (sodium hydroxide). Run in CS(=O)C (dimethylsulfoxide). Conditions: temperature 90 celsius, time 7.5 hour. Product: CC1=C(OCC(=O)NC2=CC=C(C(=O)N3CCCCC4=C3C=CC=C4)C=C2)C=CC=C1 (1-{4-[2-(2-methylphenoxy)acetylamino]benzoyl}-2,3,4,5-tetrahydro-1H-benzazepine). Yield: 43.8%. RXN SMILES: [C:1]1([CH3:8])[C:6]([OH:7])=[CH:5][CH:4]=[CH:3][CH:2]=1.[OH-].[Na+].Cl[CH2:12][C:13]([NH:15][C:16]1[CH:34]=[CH:33][C:19]([C:20]([N:22]2[C:28]3[CH:29]=[CH:30][CH:31]=[CH:32][C:27]=3[CH2:26][CH2:25][CH2:24][CH2:23]2)=[O:21])=[CH:18][CH:17]=1)=[O:14]>CS(C)=O>[CH3:8][C:1]1[CH:2]=[CH:3][CH:4]=[CH:5][C:6]=1[O:7][CH2:12][C:13]([NH:15][C:16]1[CH:17]=[CH:18][C:19]([C:20]([N:22]2[C:28]3[CH:29]=[CH:30][CH:31]=[CH:32][C:27]=3[CH2:26][CH2:25][CH2:24][CH2:23]2)=[O:21])=[CH:33][CH:34]=1)=[O:14] |f:1.2|. Reported procedure: o-Cresol (0.36 g) is dissolved in dimethylsulfoxide (4 ml) containing sodium hydroxide powder (0.18 g) and thereto is added 1-[4-(2-chloroacetylamino)benzoyl]-2,3,4,5-tetrahydro-1H-benzazepine (1.03 g). The mixture is stirred at 90° C. for 7.5 hours. The reaction mixture is poured into ice-water (300 ml) and the precipitated crystal is collected by filtration, washed with water, and purified by silica gel column chromatography (eluent; n-hexane:ethyl acetate=2:1), and recrystallized from ethyl a... Reactants: [Cl-].[NH4+] (ammonium chloride), C(CCC)[Li] (butyllithium), C#CCCC (1-pentyne), ClCCC=O (β-chloropropionaldehyde), product. Procedure: To 68 ml. of 1.6 M butyllithium in hexane at -50° C. is added dropwise, with stirring, 7.4 g. of 1-pentyne. The resulting white sludge is diluted with 20 ml. of hexane, brought to 10° C. and treated with 11 g. of freshly prepared β-chloropropionaldehyde (Org. Syn., Coll. Vol. I, p. 166) at such a rate that the temperature is maintained at 10°-15° C. The solution is allowed to stir at ambient temperature for 18 hours then treated with saturated ammonium chloride solution. The organic phase is sep... Product: ClCCC(C#CCCC)O (1-chloro-3-hydroxy-4-octyne). The solvent is CCCCCC (hexane), CCCCCC (hexane). RXN SMILES: C([Li])CCC.[CH:6]#[C:7][CH2:8][CH2:9][CH3:10].[Cl:11][CH2:12][CH2:13][CH:14]=[O:15].[Cl-].[NH4+]>CCCCCC>[Cl:11][CH2:12][CH2:13][CH:14]([OH:15])[C:6]#[C:7][CH2:8][CH2:9][CH3:10] |f:3.4|. Starting materials: O=C(O)C(F)(F)F, CC(S)C(=O)NCC(=O)O, OC(c1ccccc1)(c1ccccc1)c1ccccc1. Yields the product CC(SC(c1ccccc1)(c1ccccc1)c1ccccc1)C(=O)NCC(=O)O. Reaction SMILES: [OH:31][C:32]([C:33]([F:34])([F:35])[F:36])=[O:37].[SH:1][CH:2]([C:3](=[O:4])[NH:5][CH2:6][C:7](=[O:8])[OH:9])[CH3:10].[c:11]1([C:17]([OH:18])([c:19]2[cH:20][cH:21][cH:22][cH:23][cH:24]2)[c:25]2[cH:26][cH:27][cH:28][cH:29][cH:30]2)[cH:12][cH:13][cH:14][cH:15][cH:16]1>>[S:1]([CH:2]([C:3](=[O:4])[NH:5][CH2:6][C:7](=[O:8])[OH:9])[CH3:10])[C:17]([c:11]1[cH:12][cH:13][cH:14][cH:15][cH:16]1)([c:19]1[cH:20][cH:21][cH:22][cH:23][cH:24]1)[c:25]1[cH:26][cH:27][cH:28][cH:29][cH:30]1. Starting materials: C(C(C)C)(=O)Cl (Isobutyryl chloride), NCCCOC=1C=CC=2C3=C(C(=NC2C1)N)N=C(N3CC(C)C)CCC (7-(3-aminopropoxy)-1-(2-methylpropyl)-2-propyl-1H-imidazo[4,5-c]quinolin-4-amine), C([O-])([O-])=O.[Na+].[Na+] (sodium carbonate). The solvent is C(Cl)(Cl)Cl (chloroform), C(Cl)(Cl)Cl (chloroform). Reaction conditions: time 30 minute. Yields the product NC1=NC=2C=C(C=CC2C2=C1N=C(N2CC(C)C)CCC)OCCCNC(C(C)C)=O (N-{3-[4-amino-1-(2-methylpropyl)-2-propyl-1H-imidazo[4,5-c]quinolin-7-yloxy]propyl}-2-methylpropanamide). Yield: 75.5%. RXN SMILES: [NH2:1][CH2:2][CH2:3][CH2:4][O:5][C:6]1[CH:7]=[CH:8][C:9]2[C:10]3[N:19]([CH2:20][CH:21]([CH3:23])[CH3:22])[C:18]([CH2:24][CH2:25][CH3:26])=[N:17][C:11]=3[C:12]([NH2:16])=[N:13][C:14]=2[CH:15]=1.[C:27](Cl)(=[O:31])[CH:28]([CH3:30])[CH3:29].C(=O)([O-])[O-].[Na+].[Na+]>C(Cl)(Cl)Cl>[NH2:16][C:12]1[C:11]2[N:17]=[C:18]([CH2:24][CH2:25][CH3:26])[N:19]([CH2:20][CH:21]([CH3:22])[CH3:23])[C:10]=2[C:9]2[CH:8]=[CH:7][C:6]([O:5][CH2:4][CH2:3][CH2:2][NH:1][C:27](=[O:31])[CH:28]([CH3:30])[CH3:29])=[CH:15][C:14]=2[N:13]=1 |f:2.3.4|. Reported procedure: A solution of 7-(3-aminopropoxy)-1-(2-methylpropyl)-2-propyl-1H-imidazo[4,5-c]quinolin-4-amine (0.500 g, 1.41 mmol) in chloroform (15 mL) was cooled to 0° C. Isobutyryl chloride (0.147 mL, 1.40 mmol) was added dropwise, and the reaction was stirred for 30 minutes. The reaction was diluted with chloroform and poured into 3% aqueous sodium carbonate. The organic layer was separated, washed with water and brine, dried over magnesium sulfate, filtered, and concentrated under reduced pressure. The re... Starting materials: ClC=1C=C(C=CC1F)N1C(=NOC1=O)C1=NON=C1CCOC (4-(3-chloro-4-fluorophenyl)-3-[4-(2-methoxyethyl)-1,2,5-oxadiazol-3-yl]-1,2,4-oxadiazol-5(4H)-one), B(Br)(Br)Br (boron tribromide). Run in C(Cl)Cl (DCM), C(Cl)Cl (DCM). Yields the product ClC=1C=C(C=CC1F)N1C(=NOC1=O)C1=NON=C1CCO (4-(3-Chloro-4-fluorophenyl)-3-[4-(2-hydroxyethyl)-1,2,5-oxadiazol-3-yl]-1,2,4-oxadiazol-5(4H)-one), solid. The yield is 96.0%. Reaction SMILES: [Cl:1][C:2]1[CH:3]=[C:4]([N:9]2[C:13](=[O:14])[O:12][N:11]=[C:10]2[C:15]2[C:19]([CH2:20][CH2:21][O:22]C)=[N:18][O:17][N:16]=2)[CH:5]=[CH:6][C:7]=1[F:8].B(Br)(Br)Br>C(Cl)Cl>[Cl:1][C:2]1[CH:3]=[C:4]([N:9]2[C:13](=[O:14])[O:12][N:11]=[C:10]2[C:15]2[C:19]([CH2:20][CH2:21][OH:22])=[N:18][O:17][N:16]=2)[CH:5]=[CH:6][C:7]=1[F:8]. Reported procedure: To a solution of 4-(3-chloro-4-fluorophenyl)-3-[4-(2-methoxyethyl)-1,2,5-oxadiazol-3-yl]-1,2,4-oxadiazol-5(4H)-one (2.55 g, 0.00748 mol) in DCM (24 mL) was added 1.0 M of boron tribromide in DCM (22.4 mL) under an atmosphere of nitrogen at −78° C. The reaction solution was allowed to warm to rt over 2.5 h. The reaction was quenched with saturated NaHCO3 at 0° C. and diluted with ethyl acetate. The aqueous layer was extracted with ethyl acetate once, the combined organic solutions were dried over... Starting materials: C(C)(C)(C)OC(NC1=C(C=C(C=C1)C#CC1=C(C=CC=C1)Cl)[N+](=O)[O-])=O ([4-(2-Chloro-phenylethynyl)-2-nitro-phenyl]-carbamic acid tert.-butyl ester), O.O.Cl[Sn]Cl (SnCl2.2H2O). Product: C(C)(C)(C)OC(NC1=C(C=C(C=C1)C#CC1=C(C=CC=C1)Cl)N)=O ([2-Amino-4-(2-chloro-phenylethynyl)-phenyl]-carbamic acid tert.-butyl ester). Yield: 74.6%. As a reaction SMILES: [C:1]([O:5][C:6](=[O:26])[NH:7][C:8]1[CH:13]=[CH:12][C:11]([C:14]#[C:15][C:16]2[CH:21]=[CH:20][CH:19]=[CH:18][C:17]=2[Cl:22])=[CH:10][C:9]=1[N+:23]([O-])=O)([CH3:4])([CH3:3])[CH3:2].O.O.Cl[Sn]Cl>>[C:1]([O:5][C:6](=[O:26])[NH:7][C:8]1[CH:13]=[CH:12][C:11]([C:14]#[C:15][C:16]2[CH:21]=[CH:20][CH:19]=[CH:18][C:17]=2[Cl:22])=[CH:10][C:9]=1[NH2:23])([CH3:4])([CH3:2])[CH3:3] |f:1.2.3|. Reported procedure: Prepared from (4-(2-chloro-phenylethynyl)-2-nitro-phenyl)-carbamic acid tert.-butyl ester (Example F5) (1.61 g, 4.3 mmol) by reduction with SnCl2.2H2O (5.3 g, 23.5 mmol) according to the general procedure G (method b). Obtained as a light brown solid (1.1 g). Reactants: Cl (hydrochloric acid), FC1=C(N)C=CC(=C1)F (2,4-difluoroaniline), Cl (hydrochloric acid). The solvent is O (water). Product: Cl.FC1=C(N)C=CC(=C1)F (2,4-difluoroaniline hydrochloride). RXN SMILES: [ClH:1].[F:2][C:3]1[CH:9]=[C:8]([F:10])[CH:7]=[CH:6][C:4]=1[NH2:5]>O>[ClH:1].[F:2][C:3]1[CH:9]=[C:8]([F:10])[CH:7]=[CH:6][C:4]=1[NH2:5] |f:3.4|. Procedure details: First a suitable glass-lined reactor is charged with 484.7 lbs. of water, and then with 257.8 lbs. of 32% hydrochloric acid. While maintaining the temperature at less than 30° C., 116.8 lbs. of 2,4-difluoroaniline is added to the hydrochloric acid solution to form a slurry of 2,4-difluoroaniline hydrochloride. The slurry is cooled to 20° C., and then 145.9 lbs. of bromine is added over a 50 minute period, thus maintaining the temperature at less than 45° C. The temperature is held between 20° C.... Starting materials: N(=NC(=O)OCC)C(=O)OCC (diethyl azodicarboxylate), O1C(CCCC1)O[C@@H]1C[C@@H](CC1)O ((1R,3S)-3-tetrahydropyranyloxycyclopentanol), C1(=CC=CC=C1)O (phenol), C1(=CC=CC=C1)P(C1=CC=CC=C1)C1=CC=CC=C1 (triphenylphosphine). Run in C1CCOC1 (THF), C1CCOC1 (THF). Run at time 1 hour. Yields the product O(C1=CC=CC=C1)[C@@H]1C[C@H](CC1)OC1OCCCC1 ((1S,3S)-1-Phenoxy-3-tetrahydropyranyloxycyclopentane). Isolated yield 76.9%. RXN SMILES: [O:1]1[CH2:6][CH2:5][CH2:4][CH2:3][CH:2]1[O:7][C@H:8]1[CH2:12][CH2:11][C@@H:10]([OH:13])[CH2:9]1.[C:14]1(O)[CH:19]=[CH:18][CH:17]=[CH:16][CH:15]=1.C1(P(C2C=CC=CC=2)C2C=CC=CC=2)C=CC=CC=1.N(C(OCC)=O)=NC(OCC)=O>C1COCC1>[O:13]([C@H:10]1[CH2:11][CH2:12][C@H:8]([O:7][CH:2]2[CH2:3][CH2:4][CH2:5][CH2:6][O:1]2)[CH2:9]1)[C:14]1[CH:19]=[CH:18][CH:17]=[CH:16][CH:15]=1. Procedure: To a stirred solution of (1R,3S)-3-tetrahydropyranyloxycyclopentanol (2.00 g, 10.7 mmol), phenol (1.20 g, 12.0 mmol) and triphenylphosphine (3.20 g, 12.0 mmol) in dry THF (40 ml) cooled to 0° C. was added dropwise a solution of diethyl azodicarboxylate (2.60 g, 15.0 mmol) in dry THF (10 ml). The mixture was stirred for 1 h at room temperature and then the volatiles removed under reduced pressure. Chromatographic purification of the residue {SiO2, 150 g; hexane/ethyl acetate (20:1)} provided 2.16...